The task is: describe an organic reaction: reactants, conditions, products, and yield. This data is from the Open Reaction Database (ORD), a public repository of structured organic reaction records. Starting materials: [N+](=O)([O-])C=1C=C(CN)C=CC1 (3-nitrobenzylamine), ClC=1C2=C(N=C(N1)C1=CC=NO1)SC(=C2)C (4-chloro-2-(isoxazol-5-yl)-6-methyl-thieno-[2,3-d]-pyrimidine). Product: O1N=CC=C1C=1N=C(C2=C(N1)SC(=C2)C)NCC2=CC(=CC=C2)[N+](=O)[O-] (2-(isoxazol-5-yl)-4-(3-nitrobenzylamino)-6-methyl-thieno-[2,3-d]-pyrimidine). As a reaction SMILES: [N+:1]([C:4]1[CH:5]=[C:6]([CH:9]=[CH:10][CH:11]=1)[CH2:7][NH2:8])([O-:3])=[O:2].Cl[C:13]1[C:14]2[CH:26]=[C:25]([CH3:27])[S:24][C:15]=2[N:16]=[C:17]([C:19]2[O:23][N:22]=[CH:21][CH:20]=2)[N:18]=1>>[O:23]1[C:19]([C:17]2[N:18]=[C:13]([NH:8][CH2:7][C:6]3[CH:9]=[CH:10][CH:11]=[C:4]([N+:1]([O-:3])=[O:2])[CH:5]=3)[C:14]3[CH:26]=[C:25]([CH3:27])[S:24][C:15]=3[N:16]=2)=[CH:20][CH:21]=[N:22]1. Procedure: With the procedure of Example 1, the reaction of 3-nitrobenzylamine with 4-chloro-2-(isoxazol-5-yl)-6-methyl-thieno-[2,3-d]-pyrimidine yields 2-(isoxazol-5-yl)-4-(3-nitrobenzylamino)-6-methyl-thieno-[2,3-d]-pyrimidine. Reactants: OC1=CC=CC2=C(C=CC=C12)O (1,5-dihydroxynaphthalene), C(=O)([O-])[O-].[K+].[K+] (K2CO3), C(C=C)Br (allyl bromide). Run in CC(=O)C (acetone). Yields the product product ( 11 ), C(C=C)OC1=C2C=CC=C(C2=CC=C1)O (5-(allyloxy)naphthalene-1-ol). As a reaction SMILES: [OH:1][C:2]1[C:11]2[C:6](=[C:7]([OH:12])[CH:8]=[CH:9][CH:10]=2)[CH:5]=[CH:4][CH:3]=1.C([O-])([O-])=O.[K+].[K+].[CH2:19](Br)[CH:20]=[CH2:21]>CC(C)=O>[CH2:21]([O:1][C:2]1[CH:3]=[CH:4][CH:5]=[C:6]2[C:11]=1[CH:10]=[CH:9][CH:8]=[C:7]2[OH:12])[CH:20]=[CH2:19] |f:1.2.3|. Procedure details: Into a 1,000 ml two-necked flask equipped with a refluxing condenser, 20.0 g of 1,5-dihydroxynaphthalene (Sigma-Aldrich), 51.81 g of K2CO3, and 500 ml of acetone were charged and mixed at room temperature. Then, the reaction temperature was set to 80° C., and homogeneous mixture was refluxed (hereinafter, the temperature written during the synthesis represents the set temperature of the refluxing apparatus and was higher than about 10° C. to 15° C. than true reaction temperature of reaction medi... Reactants: CCOC(=O)c1ccc(C(=O)OCC)c(Br)c1, Cc1ccccc1, Cc1ccc(C)c(B(O)O)c1, [K+], [K+], O=C([O-])[O-], O, c1ccc(P(c2ccccc2)(c2ccccc2)[Pd](P(c2ccccc2)(c2ccccc2)c2ccccc2)(P(c2ccccc2)(c2ccccc2)c2ccccc2)P(c2ccccc2)(c2ccccc2)c2ccccc2)cc1. Product: CCOC(=O)c1ccc(C(=O)OCC)c(-c2cc(C)ccc2C)c1. RXN SMILES: [Br:1][c:2]1[c:3]([C:4](=[O:5])[O:6][CH2:7][CH3:8])[cH:9][cH:10][c:11]([C:13](=[O:14])[O:15][CH2:16][CH3:17])[cH:12]1.[CH3:24][c:25]1[cH:26][cH:27][cH:28][cH:29][cH:30]1.[CH3:31][c:32]1[c:33]([B:39]([OH:40])[OH:41])[cH:34][c:35]([CH3:38])[cH:36][cH:37]1.[K+:18].[K+:19].[O-:20][C:21]([O-:22])=[O:23].[OH2:119].[cH:42]1[cH:43][cH:44][c:45]([P:46]([Pd:47]([P:48]([c:49]2[cH:50][cH:51][cH:52][cH:53][cH:54]2)([c:55]2[cH:56][cH:57][cH:58][cH:59][cH:60]2)[c:61]2[cH:62][cH:63][cH:64][cH:65][cH:66]2)([P:67]([c:68]2[cH:69][cH:70][cH:71][cH:72][cH:73]2)([c:74]2[cH:75][cH:76][cH:77][cH:78][cH:79]2)[c:80]2[cH:81][cH:82][cH:83][cH:84][cH:85]2)[P:86]([c:87]2[cH:88][cH:89][cH:90][cH:91][cH:92]2)([c:93]2[cH:94][cH:95][cH:96][cH:97][cH:98]2)[c:99]2[cH:100][cH:101][cH:102][cH:103][cH:104]2)([c:105]2[cH:106][cH:107][cH:108][cH:109][cH:110]2)[c:111]2[cH:112][cH:113][cH:114][cH:115][cH:116]2)[cH:117][cH:118]1>>[c:2]1(-[c:33]2[c:32]([CH3:31])[cH:37][cH:36][c:35]([CH3:38])[cH:34]2)[c:3]([C:4](=[O:5])[O:6][CH2:7][CH3:8])[cH:9][cH:10][c:11]([C:13](=[O:14])[O:15][CH2:16][CH3:17])[cH:12]1. Reactants: CC1CN(CC(C1)C)S(=O)(=O)C1=CC=2C(C3=CC(=CC=C3N(C2C=C1)C)S(=O)(=O)N1CC(CC(C1)C)C)=S (2,7-bis(3,5-dimethylpiperidin-1-ylsulfonyl)-10-methylacridine-9(10H) thione), CN(C)CCCN (dimethylaminopropylamine). Solvent: N1=CC=CC=C1 (pyridine). Conditions: temperature 100 celsius, time 4 hour. Product: CC1CN(CC(C1)C)S(=O)(=O)C1=CC=2C(C3=CC(=CC=C3N(C2C=C1)C)S(=O)(=O)N1CC(CC(C1)C)C)=NCCCN(C)C (2,7-bis(3,5-dimethylpiperidin-1-ylsulfonyl)-9-(3-dimethylaminopropyl)imino-10-methyl-(9H,10H)-acridine). Yield: 85.1%. Reaction SMILES: [CH3:1][CH:2]1[CH2:7][CH:6]([CH3:8])[CH2:5][N:4]([S:9]([C:12]2[CH:25]=[CH:24][C:23]3[N:22]([CH3:26])[C:21]4[C:16](=[CH:17][C:18]([S:27]([N:30]5[CH2:35][CH:34]([CH3:36])[CH2:33][CH:32]([CH3:37])[CH2:31]5)(=[O:29])=[O:28])=[CH:19][CH:20]=4)[C:15](=S)[C:14]=3[CH:13]=2)(=[O:11])=[O:10])[CH2:3]1.[CH3:39][N:40]([CH2:42][CH2:43][CH2:44][NH2:45])[CH3:41]>N1C=CC=CC=1>[CH3:36][CH:34]1[CH2:33][CH:32]([CH3:37])[CH2:31][N:30]([S:27]([C:18]2[CH:19]=[CH:20][C:21]3[N:22]([CH3:26])[C:23]4[C:14](=[CH:13][C:12]([S:9]([N:4]5[CH2:3][CH:2]([CH3:1])[CH2:7][CH:6]([CH3:8])[CH2:5]5)(=[O:11])=[O:10])=[CH:25][CH:24]=4)[C:15](=[N:45][CH2:44][CH2:43][CH2:42][N:40]([CH3:41])[CH3:39])[C:16]=3[CH:17]=2)(=[O:28])=[O:29])[CH2:35]1. Procedure: A mixture of 2,7-bis(3,5-dimethylpiperidin-1-ylsulfonyl)-10-methylacridine-9(10H) thione (145 mg, 0.25 mmole), pyridine (5 mL) and dimethylaminopropylamine (0.125 mL, 1 mmole) was stirred at 100° C. for 4 hrs. Solvent was partially evaporated and reaction product was precipitated by addition of methanol. Precipitate was collected by filtration, washed with methanol and dried to give 137 mg (85%) of the title compound. MS 644 (MH+). The reactants are [BH3-]C#N, CC1CNCC(C)O1, CC(=O)O, O=C1CCN(c2ccc([N+](=O)[O-])cc2)CC1, [Na+]. Product: CC1CN(C2CCN(c3ccc([N+](=O)[O-])cc3)CC2)CC(C)O1. As a reaction SMILES: [C:25]([BH3-:26])#[N:27].[CH3:17][CH:18]1[O:19][CH:20]([CH3:24])[CH2:21][NH:22][CH2:23]1.[CH3:29][C:30](=[O:31])[OH:32].[N+:1](=[O:2])([O-:3])[c:4]1[cH:5][cH:6][c:7]([N:10]2[CH2:11][CH2:12][C:13](=[O:16])[CH2:14][CH2:15]2)[cH:8][cH:9]1.[Na+:28]>>[N+:1](=[O:2])([O-:3])[c:4]1[cH:5][cH:6][c:7]([N:10]2[CH2:11][CH2:12][CH:13]([N:22]3[CH2:21][CH:20]([CH3:24])[O:19][CH:18]([CH3:17])[CH2:23]3)[CH2:14][CH2:15]2)[cH:8][cH:9]1. The reactants are Cl.C(C1=CC=CC=C1)OC([C@@H](C[C@@H](CC1=CC=C(C=C1)C1=CC=CC=C1)N)C)=O ((2R,4S)-4-amino-5-biphenyl-4-yl-2-methyl-pentanoic acid benzyl ester hydrochloride), C(C)(=O)O[C@H]1[C@@H](C(OC1=O)=O)OC(C)=O (acetic acid (3S,4S)-4-acetoxy-2,5-dioxo-tetrahydro-furan-3-yl ester), C(Cl)Cl.N1=CC=CC=C1 (methylene chloride pyridine), benzyl ester, CO (Methanol). Reagents/catalysts: [Pd] (Pd/C). Run in C(C)(=O)OCC (ethyl acetate). Yields the product C1(=CC=C(C=C1)C[C@H](C[C@H](C(=O)O)C)NC([C@H]([C@@H](C(=O)O)OC(C)=O)OC(C)=O)=O)C1=CC=CC=C1 ((2R,4S)-5-biphenyl-4-yl-4-((2S,3S)-2,3-diacetoxy-3-carboxy-propionylamino)-2-methyl-pentanoic acid). As a reaction SMILES: Cl.C([O:9][C:10](=[O:29])[C@H:11]([CH3:28])[CH2:12][C@H:13]([NH2:27])[CH2:14][C:15]1[CH:20]=[CH:19][C:18]([C:21]2[CH:26]=[CH:25][CH:24]=[CH:23][CH:22]=2)=[CH:17][CH:16]=1)C1C=CC=CC=1.[C:30]([O:33][C@@H:34]1[C:38](=[O:39])[O:37][C:36](=[O:40])[C@H:35]1[O:41][C:42](=[O:44])[CH3:43])(=[O:32])[CH3:31].C(Cl)Cl.N1C=CC=CC=1.CO>C(OCC)(=O)C.[Pd]>[C:18]1([C:21]2[CH:22]=[CH:23][CH:24]=[CH:25][CH:26]=2)[CH:17]=[CH:16][C:15]([CH2:14][C@@H:13]([NH:27][C:38](=[O:39])[C@@H:34]([O:33][C:30](=[O:32])[CH3:31])[C@H:35]([O:41][C:42](=[O:44])[CH3:43])[C:36]([OH:37])=[O:40])[CH2:12][C@@H:11]([CH3:28])[C:10]([OH:29])=[O:9])=[CH:20][CH:19]=1 |f:0.1,3.4|. Reported procedure: A solution of (2R,4S)-4-amino-5-biphenyl-4-yl-2-methyl-pentanoic acid benzyl ester hydrochloride (100 mg, 0.287 mmol) and acetic acid (3S,4S)-4-acetoxy-2,5-dioxo-tetrahydro-furan-3-yl ester (0.431 mmol) in 1:1 methylene chloride/pyridine (1.4 mL) is stirred at room temperature for 24 hours. The solvents are removed under reduced pressure and obtained residue is used directly in the subsequent hydrolysis reaction. Next, a solution of the benzyl ester in ethyl acetate is hydrogenated at 1 atm over...